This data is from the Open Reaction Database (ORD), a public repository of structured organic reaction records. The task is: describe an organic reaction: reactants, conditions, products, and yield The reactants are CCO, CCC(C)(C)CC(O)CN=[N+]=[N-]. Yields the product CCC(C)(C)CC(O)CN. As a reaction SMILES: [CH3:13][CH2:14][OH:15].[N:1](=[N+:2]=[N-:3])[CH2:4][CH:5]([CH2:6][C:7]([CH2:8][CH3:9])([CH3:10])[CH3:11])[OH:12]>>[NH2:1][CH2:4][CH:5]([CH2:6][C:7]([CH2:8][CH3:9])([CH3:10])[CH3:11])[OH:12]. Procedure: To a solution of tribenzyl phosphite (0.708 g, 2.01 mmol) in CH2Cl2 (5 mL) at 0° C. was added I2 (0.49 g, 1.93 mmol). The mixture was stirred at 0° C. for 10 min or until the solution became clear and colorless. The solution was then stirred at room temperature for 10 min and used directly in the next step. Reactants: P(OCC1=CC=CC=C1)(OCC1=CC=CC=C1)OCC1=CC=CC=C1 (tribenzyl phosphite), II (I2). Reaction SMILES: [P:1]([O:18]CC1C=CC=CC=1)([O:10][CH2:11][C:12]1[CH:17]=[CH:16][CH:15]=[CH:14][CH:13]=1)[O:2][CH2:3][C:4]1[CH:9]=[CH:8][CH:7]=[CH:6][CH:5]=1.[I:26]I>C(Cl)Cl>[P:1]([I:26])(=[O:18])([O:10][CH2:11][C:12]1[CH:17]=[CH:16][CH:15]=[CH:14][CH:13]=1)[O:2][CH2:3][C:4]1[CH:9]=[CH:8][CH:7]=[CH:6][CH:5]=1. Run in C(Cl)Cl (CH2Cl2). Product: P(OCC1=CC=CC=C1)(OCC1=CC=CC=C1)(=O)I (Dibenzyl phosphoroiodidate). Run at temperature 0 celsius, time 10 minute.